The task is: describe an organic reaction: reactants, conditions, products, and yield. This data is from the Open Reaction Database (ORD), a public repository of structured organic reaction records. Starting materials: CI, CO, CC(=O)SC(C)CNC(=O)c1cc(Cl)cc(C)c1NC(=O)c1cc(C(F)(F)F)nn1-c1ncccc1Cl, [Na+], [OH-], O. The product is CSC(C)CNC(=O)c1cc(Cl)cc(C)c1NC(=O)c1cc(C(F)(F)F)nn1-c1ncccc1Cl. RXN SMILES: [CH3:38][I:39].[CH3:42][OH:43].[Cl:1][c:2]1[cH:3][c:4]([CH3:37])[c:5]([NH:18][C:19](=[O:20])[c:21]2[n:22](-[c:30]3[n:31][cH:32][cH:33][cH:34][c:35]3[Cl:36])[n:23][c:24]([C:26]([F:27])([F:28])[F:29])[cH:25]2)[c:6]([C:7](=[O:8])[NH:9][CH2:10][CH:11]([CH3:12])[S:13][C:14](=[O:15])[CH3:16])[cH:17]1.[Na+:41].[OH-:40].[OH2:44]>>[Cl:1][c:2]1[cH:3][c:4]([CH3:37])[c:5]([NH:18][C:19](=[O:20])[c:21]2[n:22](-[c:30]3[n:31][cH:32][cH:33][cH:34][c:35]3[Cl:36])[n:23][c:24]([C:26]([F:27])([F:28])[F:29])[cH:25]2)[c:6]([C:7](=[O:8])[NH:9][CH2:10][CH:11]([CH3:12])[S:13][CH3:14])[cH:17]1. Starting materials: C(C)(C)(C)P(C1=C(C=CC=C1)C1=CC=CC=C1)C(C)(C)C (2-(di-t-butylphosphino)biphenyl), CC(C)([O-])C.[Na+] (sodium tert-butoxide), BrC1=CC(=C(N)C(=C1)[N+](=O)[O-])CC (4-bromo-2-ethyl-6-nitroaniline), N1CCOCC1 (morpholine). Reagents/catalysts: C=1C=CC(=CC1)/C=C/C(=O)/C=C/C2=CC=CC=C2.C=1C=CC(=CC1)/C=C/C(=O)/C=C/C2=CC=CC=C2.C=1C=CC(=CC1)/C=C/C(=O)/C=C/C2=CC=CC=C2.[Pd].[Pd] (tris(dibenzylideneacetone)dipalladium). Solvent: C1CCOC1 (THF). Reaction conditions: temperature 85 celsius, time 3 day. The product is CC1=C(C(=CC(=C1)N1CCOCC1)[N+](=O)[O-])N (2-Methyl-4-morpholin-4-yl-6-nitro-phenylamine). As a reaction SMILES: C(P(C(C)(C)C)C1C=CC=CC=1C1C=CC=CC=1)(C)(C)C.CC(C)([O-])C.[Na+].Br[C:29]1[CH:35]=[C:34]([N+:36]([O-:38])=[O:37])[C:32]([NH2:33])=[C:31]([CH2:39]C)[CH:30]=1.[NH:41]1[CH2:46][CH2:45][O:44][CH2:43][CH2:42]1>C1C=CC(/C=C/C(/C=C/C2C=CC=CC=2)=O)=CC=1.C1C=CC(/C=C/C(/C=C/C2C=CC=CC=2)=O)=CC=1.C1C=CC(/C=C/C(/C=C/C2C=CC=CC=2)=O)=CC=1.[Pd].[Pd].C1COCC1>[CH3:39][C:31]1[CH:30]=[C:29]([N:41]2[CH2:46][CH2:45][O:44][CH2:43][CH2:42]2)[CH:35]=[C:34]([N+:36]([O-:38])=[O:37])[C:32]=1[NH2:33] |f:1.2,5.6.7.8.9|. Procedure: To a 800 ml pressure flask was added tris(dibenzylideneacetone)dipalladium (2.64 g, 2.88 mmol), 2-(di-t-butylphosphino)biphenyl (1.42 g, 4.75 mmol) and sodium tert-butoxide (17.5 g, 182 mmol). Then dry THF (500 mL), 4-bromo-2-ethyl-6-nitroaniline (30.0 g, 130 mmol) and morpholine (34 ml, 390 mmol) were added. Argon was bubbled through the solution for 1 minute and the flask was sealed. The reaction mixture was stirred at 85° C. for 3 days. THF was evaporated in vacuo and the crude product was pr... The reactants are [Br-], CC(C)(C)C=O, [Mg+]c1ccc(Cl)cc1. Product: CC(C)(C)C(O)c1ccc(Cl)cc1. As a reaction SMILES: [Br-:7].[CH3:1][C:2]([CH:3]=[O:4])([CH3:5])[CH3:6].[Cl:8][c:9]1[cH:10][cH:11][c:12]([Mg+:15])[cH:13][cH:14]1>>[CH3:1][C:2]([CH:3]([OH:4])[c:12]1[cH:11][cH:10][c:9]([Cl:8])[cH:14][cH:13]1)([CH3:5])[CH3:6]. Starting materials: O=C[O-], O=CO, Cl, O=CC=Cc1ccc(F)cc1, NO, [Na+], O. Product: N#CC=Cc1ccc(F)cc1. Reaction SMILES: [CH:12]([O-:13])=[O:14].[CH:20]([OH:21])=[O:22].[ClH:16].[F:1][c:2]1[cH:3][cH:4][c:5]([CH:6]=[CH:7][CH:8]=[O:9])[cH:10][cH:11]1.[NH2:17][OH:18].[Na+:15].[OH2:19]>>[F:1][c:2]1[cH:3][cH:4][c:5]([CH:6]=[CH:7][C:8]#[N:17])[cH:10][cH:11]1. The reactants are CN(C)C=O, CI, CCOC(C)=O, CC(C)C(NC(=O)Cn1c(-c2ccccc2)ccc(NC(=O)C(F)(F)F)c1=O)C(=O)C(F)(F)F, [Na+], [Na+], O=C([O-])[O-]. RXN SMILES: [CH3:35][N:36]([CH3:37])[CH:38]=[O:39].[CH3:46][I:47].[CH3:48][CH2:49][O:50][C:51](=[O:52])[CH3:53].[F:1][C:2]([C:3]([NH:5][c:6]1[c:7](=[O:32])[n:8]([CH2:18][C:19](=[O:20])[NH:21][CH:22]([C:23]([C:24]([F:25])([F:26])[F:27])=[O:28])[CH:29]([CH3:30])[CH3:31])[c:9](-[c:12]2[cH:13][cH:14][cH:15][cH:16][cH:17]2)[cH:10][cH:11]1)=[O:34])([F:4])[F:33].[Na+:40].[Na+:41].[O-:42][C:43](=[O:44])[O-:45]>>[CH3:3][NH:5][c:6]1[c:7](=[O:32])[n:8]([CH2:18][C:19](=[O:20])[NH:21][CH:22]([C:23]([C:24]([F:25])([F:26])[F:27])=[O:28])[CH:29]([CH3:30])[CH3:31])[c:9](-[c:12]2[cH:13][cH:14][cH:15][cH:16][cH:17]2)[cH:10][cH:11]1. Yields the product CNc1ccc(-c2ccccc2)n(CC(=O)NC(C(=O)C(F)(F)F)C(C)C)c1=O. Starting materials: Br.BrCC(=O)C1=NC=CC=C1 (Bromoacetylpyridine hydrobromide), Cl.C(C)(=N)N (acetamidine hydrochloride), CC(C)([O-])C.[K+] (Potassium tert-butoxide). The solvent is CO (methanol). Product: CC=1NC=C(N1)C=1C=NC=CC1 (3-(2-Methyl-1H-imidazol-4-yl)-pyridine). The yield is 13.9%. RXN SMILES: Br.BrCC([C:6]1[CH:11]=[CH:10][CH:9]=[CH:8][N:7]=1)=O.Cl.[C:13]([NH2:16])(=[NH:15])[CH3:14].[CH3:17][C:18](C)([O-])C.[K+]>CO>[CH3:14][C:13]1[NH:15][CH:17]=[C:18]([C:9]2[CH:8]=[N:7][CH:6]=[CH:11][CH:10]=2)[N:16]=1 |f:0.1,2.3,4.5|. Procedure details: Bromoacetylpyridine hydrobromide (1.0 g) and acetamidine hydrochloride (0.505 g) were suspended in methanol. Potassium tert-butoxide (1.0 g) was added in one portion—the mixture turned slightly yellow. The resulting suspension was heated to reflux for 6 hours and was then cooled and filtered. Solvent was removed in vacuo and the residue was dissolved in CHCl3 and adsorbed onto silica gel that was charged onto a silica gel column. The column was eluted with CH2Cl2/MeOH/NH4OH 90:10:1 and the fract... Starting materials: C(C=C)OC1=C2CCCC2=CC(=C1)Cl (4-(allyloxy)-6-chloroindane), C1(=CC(=CC(=C1)C)C)C (mesitylene), Intermediate 1. Yields the product C(C=C)C1=C(C=2CCCC2C=C1Cl)O (5-allyl-6-chloroindan-4-ol). Yield: 56.0%. As a reaction SMILES: C([O:4][C:5]1[CH:13]=[C:12]([Cl:14])[CH:11]=[C:10]2[C:6]=1[CH2:7][CH2:8][CH2:9]2)C=C.[C:15]1(C)[CH:20]=C(C)C=C(C)[CH:16]=1>>[CH2:20]([C:13]1[C:12]([Cl:14])=[CH:11][C:10]2[CH2:9][CH2:8][CH2:7][C:6]=2[C:5]=1[OH:4])[CH:15]=[CH2:16]. Procedure: Treatment of 4-(allyloxy)-6-chloroindane (8.0 g, 0.038 mol) in refluxing mesitylene (270 mL) generally according to the procedure described for Intermediate 1 afforded 4.5 g (56%) of 5-allyl-6-chloroindan-4-ol as a colorless oil which solidified into a white solid upon standing. mp 37-39° C.; Anal. calcd. for C12H13ClO.0.1H2O: C, 68.48; H, 6.32. Found: C, 68.54; H, 6.29. RXN SMILES: [CH3:1][c:2]1[cH:3][c:4]([S:9][c:10]2[c:11]([CH:21]([CH3:22])[CH3:23])[n:12][c:13]([CH3:20])[n:14]2[CH2:15][O:16][CH2:17][CH2:18][OH:19])[cH:5][c:6]([CH3:8])[cH:7]1.[CH3:24][O:25][C:26]1=[CH:27][CH2:28][CH2:29][CH2:30][CH2:31]1>>[CH3:1][c:2]1[cH:3][c:4]([S:9][c:10]2[c:11]([CH:21]([CH3:22])[CH3:23])[n:12][c:13]([CH3:20])[n:14]2[CH2:15][O:16][CH2:17][CH2:18][O:19][C:26]2([O:25][CH3:24])[CH2:27][CH2:28][CH2:29][CH2:30][CH2:31]2)[cH:5][c:6]([CH3:8])[cH:7]1. The reactants are Cc1cc(C)cc(Sc2c(C(C)C)nc(C)n2COCCO)c1, COC1=CCCCC1. The product is COC1(OCCOCn2c(C)nc(C(C)C)c2Sc2cc(C)cc(C)c2)CCCCC1.